Dataset: the Open Reaction Database (ORD), a public repository of structured organic reaction records. Task: describe an organic reaction: reactants, conditions, products, and yield As a reaction SMILES: [CH:29]([OH:30])([CH3:31])[CH3:32].[P:24]([OH:25])([OH:26])([OH:27])=[O:28].[n:1]1[cH:2][n:3][c:4](-[c:10]2[cH:11][n:12][n:13]([CH:15]([CH2:16][C:17]#[N:18])[CH2:19][CH2:20][CH2:21][CH2:22][CH3:23])[cH:14]2)[c:5]2[c:6]1[nH:7][cH:8][cH:9]2>>[P:24](=[O:25])([OH:26])([OH:27])[OH:28].[n:1]1[cH:2][n:3][c:4](-[c:10]2[cH:11][n:12][n:13]([CH:15]([CH2:16][C:17]#[N:18])[CH2:19][CH2:20][CH2:21][CH2:22][CH3:23])[cH:14]2)[c:5]2[c:6]1[nH:7][cH:8][cH:9]2. Yields the product O=P(O)(O)O, CCCCCC(CC#N)n1cc(-c2ncnc3[nH]ccc23)cn1. Starting materials: CC(C)O, O=P(O)(O)O, CCCCCC(CC#N)n1cc(-c2ncnc3[nH]ccc23)cn1.